This data is from the Open Reaction Database (ORD), a public repository of structured organic reaction records. The task is: describe an organic reaction: reactants, conditions, products, and yield Starting materials: O1C(OCC1)C=1C=C(C=CC1)C(O)C1=CC=CC=C1 ((3-[1,3]dioxolan-2-ylphenyl)-phenyl-methanol), [I-].[Na+] (sodium iodide), ClC(Cl)[SiH3] (dichloromethylsilane). The solvent is C(C)#N (acetonitrile), CCOC(=O)C (EtOAc). Conditions: time 10 minute. Yields the product C(C1=CC=CC=C1)C=1C=C(C=O)C=CC1 (3-Benzylbenzaldehyde). As a reaction SMILES: [O:1]1CCO[CH:2]1[C:6]1[CH:7]=[C:8]([CH:12]([C:14]2[CH:19]=[CH:18][CH:17]=[CH:16][CH:15]=2)O)[CH:9]=[CH:10][CH:11]=1.[I-].[Na+].ClC([SiH3])Cl>C(#N)C.CCOC(C)=O>[CH2:12]([C:8]1[CH:7]=[C:6]([CH:11]=[CH:10][CH:9]=1)[CH:2]=[O:1])[C:14]1[CH:15]=[CH:16][CH:17]=[CH:18][CH:19]=1 |f:1.2|. Procedure: Combine (3-[1,3]dioxolan-2-ylphenyl)-phenyl-methanol (2.3 g, 8.7 mmol) and sodium iodide (5.3 g, 35.0 mmol) in acetonitrile (25 ml). Add dichloromethylsilane (2.1 ml, 17.4 mmol) via syringe. After 10 min, dilute with EtOAc and wash with water, saturated sodium bicarbonate, 10% sodium thiosulfate, and then brine. Dry the organic layers (Na2SO4), filter, and concentrate to give a residue. Chromatograph the residue eluting with 9:1 hexane:EtOAc to give the title compound. The reactants are C1(CCCCC1)C=1C=C(C=C(C1O)C)CCC(=O)OC (methyl 3-(3-cyclohexyl-4-hydroxy-5-methylphenyl)propionate), C(CCCCCCCCCCCCCCCCC)O (octadecanol), [NH2-].[Li+] (lithium amide). Reaction conditions: temperature 150 celsius. The product is C1(CCCCC1)C=1C=C(C=C(C1O)C)CCC(=O)OCCCCCCCCCCCCCCCCCC (octadecyl 3-(3-cyclohexyl-4-hydroxy-5-methylphenyl)propionate). As a reaction SMILES: [CH:1]1([C:7]2[CH:8]=[C:9]([CH2:15][CH2:16][C:17]([O:19][CH3:20])=[O:18])[CH:10]=[C:11]([CH3:14])[C:12]=2[OH:13])[CH2:6][CH2:5][CH2:4][CH2:3][CH2:2]1.[CH2:21](O)[CH2:22][CH2:23][CH2:24][CH2:25][CH2:26][CH2:27][CH2:28][CH2:29][CH2:30][CH2:31][CH2:32][CH2:33][CH2:34][CH2:35][CH2:36][CH2:37]C.[NH2-].[Li+]>>[CH:1]1([C:7]2[CH:8]=[C:9]([CH2:15][CH2:16][C:17]([O:19][CH2:20][CH2:37][CH2:36][CH2:35][CH2:34][CH2:33][CH2:32][CH2:31][CH2:30][CH2:29][CH2:28][CH2:27][CH2:26][CH2:25][CH2:24][CH2:23][CH2:22][CH3:21])=[O:18])[CH:10]=[C:11]([CH3:14])[C:12]=2[OH:13])[CH2:2][CH2:3][CH2:4][CH2:5][CH2:6]1 |f:2.3|. Procedure: 27.6 g of methyl 3-(3-cyclohexyl-4-hydroxy-5-methylphenyl)propionate and 27.1 g of octadecanol are heated, under nitrogen, to 80° C. as described in Example 2. After the addition of 0.1 g of lithium amide, the reaction mixture is heated for 10 hours at 150° C. The methanol forming is continuously distilled off. The yield is 30.2 g of crude product which is in the form of a yellowish oil and can be purified by column chromatography. The reactants are CN(CCNC1=NC(=CN=C1)N(C)C)C (2-(2-Dimethylaminoethylamino)-6-dimethylaminopyrazine), C1(=C(C(=C(C(=C1F)F)F)N)F)N.Cl.Cl (dihydrochloride), [H-].[Na+] (sodium hydride), CN(C(=O)Cl)C (dimethylcarbamoylchloride). Solvent: C1(=CC=CC=C1)C (toluene), C(C)O (Ethanol). Reaction conditions: time 0.5 hour. The product is Cl.Cl.CN(C(=O)N(C1=NC(=CN=C1)N(C)C)CCN(C)C)C (N,N-Dimethyl-N'-(2-dimethylaminoethyl)-N'-(6-dimethylamino-2-pyrazinyl)urea Dihydrochloride). Reaction SMILES: [CH3:1][N:2]([CH3:15])[CH2:3][CH2:4][NH:5][C:6]1[CH:11]=[N:10][CH:9]=[C:8]([N:12]([CH3:14])[CH3:13])[N:7]=1.[H-].[Na+].[CH3:18][N:19]([CH3:23])[C:20]([Cl:22])=[O:21].C1(N)C(F)=C(F)C(F)=C(N)C=1F.[ClH:36].Cl>C1(C)C=CC=CC=1.C(O)C>[ClH:22].[ClH:36].[CH3:18][N:19]([CH3:23])[C:20]([N:5]([CH2:4][CH2:3][N:2]([CH3:15])[CH3:1])[C:6]1[CH:11]=[N:10][CH:9]=[C:8]([N:12]([CH3:14])[CH3:13])[N:7]=1)=[O:21] |f:1.2,4.5.6,9.10.11|. Procedure: 2-(2-Dimethylaminoethylamino)-6-dimethylaminopyrazine (16.5 g., (0.079 mole) is dissolved in 150 ml dry toluene under nitrogen and sodium hydride (50% in mineral oil) (4.17 g., 0.087 mole) is added. The mixture is heated with stirring at 90°-98° C. for 1/2 hour and then refluxed for 1/2 hour. After cooling to 35° C. dimethylcarbamoylchloride (9.35 g., 0.087 mole) is added and the mixture is refluxed for 3 hours and cooled. Ethanol, 5 ml is added and the solvents are removed under reduced pressur... Starting materials: CCCOc1ccccc1CO, Cc1ccccc1, O=S(Cl)Cl, c1ccncc1. The product is CCCOc1ccccc1CCl. RXN SMILES: [CH2:1]([CH2:2][CH3:3])[O:4][c:5]1[c:6]([CH2:7][OH:8])[cH:9][cH:10][cH:11][cH:12]1.[CH3:23][c:24]1[cH:25][cH:26][cH:27][cH:28][cH:29]1.[S:19]([Cl:20])([Cl:21])=[O:22].[cH:13]1[cH:14][cH:15][n:16][cH:17][cH:18]1>>[CH2:1]([CH2:2][CH3:3])[O:4][c:5]1[c:6]([CH2:7][Cl:21])[cH:9][cH:10][cH:11][cH:12]1. Starting materials: [H][H], C1CCOC1, Cc1ccc(S(=O)(=O)Nc2ccc([N+](=O)[O-])cc2C)cc1. Product: Cc1ccc(S(=O)(=O)Nc2ccc(N)cc2C)cc1. Reaction SMILES: [H:22][H:23].[O:24]1[CH2:25][CH2:26][CH2:27][CH2:28]1.[c:1]1([CH3:21])[cH:2][cH:3][c:4]([S:7](=[O:8])(=[O:9])[NH:10][c:11]2[c:12]([CH3:20])[cH:13][c:14]([N+:17]([O-:18])=[O:19])[cH:15][cH:16]2)[cH:5][cH:6]1>>[c:1]1([CH3:21])[cH:2][cH:3][c:4]([S:7](=[O:8])(=[O:9])[NH:10][c:11]2[c:12]([CH3:20])[cH:13][c:14]([NH2:17])[cH:15][cH:16]2)[cH:5][cH:6]1. The reactants are N1C=NC=C1 (imidazole), ClCC1=C(C=CC=C1)SCC1=C(C=C(C=C1)Cl)Cl ((2-chloromethylphenyl)-(2,4-dichlorobenzyl)-sulfide), [ 1965 ], CN(C=O)C (dimethylformamide), [H-].[Na+] (sodium hydride). The solvent is C(Cl)Cl (methylene chloride). Run at time 1.5 hour. The product is Cl.ClC1=C(CSC2=C(C=CC=C2)CC=2NC=CN2)C=CC(=C1)Cl ((2,4-dichlorobenzyl)-[2-(1-imidazolylmethyl)-phenyl]-sulfide, hydrochloride). As a reaction SMILES: [NH:1]1[CH:5]=[CH:4][N:3]=[CH:2]1.CN(C)C=O.[H-].[Na+].[Cl:13][CH2:14][C:15]1[CH:20]=[CH:19][CH:18]=[CH:17][C:16]=1[S:21][CH2:22][C:23]1[CH:28]=[CH:27][C:26]([Cl:29])=[CH:25][C:24]=1[Cl:30]>C(Cl)Cl>[ClH:13].[Cl:30][C:24]1[CH:25]=[C:26]([Cl:29])[CH:27]=[CH:28][C:23]=1[CH2:22][S:21][C:16]1[CH:17]=[CH:18][CH:19]=[CH:20][C:15]=1[CH2:14][C:2]1[NH:1][CH:5]=[CH:4][N:3]=1 |f:2.3,6.7|. Reported procedure: 2.72 g. of imidazole in 50 ml. of dimethylformamide is combined with 1.2 g. of sodium hydride suspension (80% strength). After allowing the mixture to stand at room temperature for 1.5 hours, 12.7 g. of (2-chloromethylphenyl)-(2,4-dichlorobenzyl)-sulfide is added thereto (prepared analogously to J. Org. Chem. 30 [1965] 4074), and the mixture is agitated for 20 hours at room temperature. After working up the mixture as indicated in Example 2, 12.5 g. of (2,4-dichlorobenzyl)-[2-(1-imidazolylmethyl... Reactants: C1CCOC1, COC(=O)c1ccc(-c2nc(NC3CC3)ncc2Cl)cc1, Cl, [Li+], [OH-], O, O. Yields the product O=C(O)c1ccc(-c2nc(NC3CC3)ncc2Cl)cc1. RXN SMILES: [CH2:25]1[O:26][CH2:27][CH2:28][CH2:29]1.[CH3:1][O:2][C:3]([c:4]1[cH:5][cH:6][c:7](-[c:10]2[n:11][c:12]([NH:17][CH:18]3[CH2:19][CH2:20]3)[n:13][cH:14][c:15]2[Cl:16])[cH:8][cH:9]1)=[O:21].[ClH:31].[Li+:24].[OH-:23].[OH2:22].[OH2:30]>>[O:2]=[C:3]([c:4]1[cH:5][cH:6][c:7](-[c:10]2[n:11][c:12]([NH:17][CH:18]3[CH2:19][CH2:20]3)[n:13][cH:14][c:15]2[Cl:16])[cH:8][cH:9]1)[OH:21]. Starting materials: C(C1=CC=CC=C1)N1CCC(CC1)(O)CC1=CC=C(C=C1)F (1-benzyl-4-(4-fluoro-benzyl)-piperidin-4-ol), C(C)(=O)O (acetic acid). Reagents/catalysts: [Pd] (Pd on carbon). Solvent: C(C)O (ethanol). Run at time 20 hour. The product is C(C)(=O)OC1(CCNCC1)CC1=CC=C(C=C1)F (4-(4-fluoro-benzyl)-piperidin-4-ol acetate). As a reaction SMILES: C([N:8]1[CH2:13][CH2:12][C:11]([CH2:15][C:16]2[CH:21]=[CH:20][C:19]([F:22])=[CH:18][CH:17]=2)([OH:14])[CH2:10][CH2:9]1)C1C=CC=CC=1.[C:23](O)(=[O:25])[CH3:24]>C(O)C.[Pd]>[C:23]([O:14][C:11]1([CH2:15][C:16]2[CH:17]=[CH:18][C:19]([F:22])=[CH:20][CH:21]=2)[CH2:10][CH2:9][NH:8][CH2:13][CH2:12]1)(=[O:25])[CH3:24]. Procedure: A solution of 1-benzyl-4-(4-fluoro-benzyl)-piperidin-4-ol (5.87 g, 19.6 mmol) in ethanol (80 ml) is treated with acetic acid (1 ml) and with 10% Pd on carbon (1 g). The mixture is stirred at RT under an atmosphere of hydrogen for 20 hours. The mixtre is filtered and the filtrate evaporated. The crude product is treated with dichloromethane. The resultant suspension is filtered and the white solid obtained is washed with cold dichloromethane to afford 4-(4-fluoro-benzyl)-piperidin-4-ol acetate [M...